From a dataset of the Open Reaction Database (ORD), a public repository of structured organic reaction records. describe an organic reaction: reactants, conditions, products, and yield Reactants: C(C)(C)(C)OC(=O)N([C@@H](CCC(=O)OCC)C(=O)OCC)C(=O)OC(C)(C)C (diethyl N,N-bis(tert-butoxycarbonyl)-L-glutamate), O (water), CC(C)C[Al]CC(C)C (Dibal-H), O (Water). Solvent: C(C)OCC (diethyl ether), C1(=CC=CC=C1)C (toluene). Run at temperature -70 celsius, time 45 minute. Product: C(C)(C)(C)OC(=O)N([C@@H](CCC=O)C(=O)OCC)C(=O)OC(C)(C)C (ethyl N,N-bis(tert-butoxycarbonyl)-5-oxo-L-norvalinate). Yield: 100.0%. RXN SMILES: [C:1]([O:5][C:6]([N:8]([C:22]([O:24][C:25]([CH3:28])([CH3:27])[CH3:26])=[O:23])[C@H:9]([C:17]([O:19][CH2:20][CH3:21])=[O:18])[CH2:10][CH2:11][C:12](OCC)=[O:13])=[O:7])([CH3:4])([CH3:3])[CH3:2].CC(C[Al]CC(C)C)C.O>C(OCC)C.C1(C)C=CC=CC=1>[C:25]([O:24][C:22]([N:8]([C:6]([O:5][C:1]([CH3:2])([CH3:4])[CH3:3])=[O:7])[C@H:9]([C:17]([O:19][CH2:20][CH3:21])=[O:18])[CH2:10][CH2:11][CH:12]=[O:13])=[O:23])([CH3:28])([CH3:26])[CH3:27] |^1:31|. Reported procedure: To a solution of the material from Step 2 (9.73 g, 24.12 mmol) in diethyl ether (240 mL) at −70° C. was slowly added 1.0 M Dibal-H (40.2 mL, 40.2 mmol) in toluene. The reaction mixture was stirred at −70° C. for 45 minutes. Water (10 mL) was slowly added, and the reaction mixture was allowed to warm up to room temperature and aged for 30 minutes. Additional water (80 mL) was added, and aged for 1 hour. It was filtered on a short pad of celite, rinsed with tert-butyl methyl ether (3×). The filtra... Reactants: CCCCCC, CCOC(C)=O, COC(=O)CCCC=CCO, COC(=O)CCCC#CCO. Product: COC(=O)CCCC=CCO. As a reaction SMILES: [CH3:23][CH2:24][CH2:25][CH2:26][CH2:27][CH3:28].[CH3:29][CH2:30][O:31][C:32]([CH3:33])=[O:34].[OH:12][CH2:13][CH:14]=[CH:15][CH2:16][CH2:17][CH2:18][C:19]([O:20][CH3:21])=[O:22].[OH:1][CH2:2][C:3]#[C:4][CH2:5][CH2:6][CH2:7][C:8](=[O:9])[O:10][CH3:11]>>[OH:1][CH2:2][CH:3]=[CH:4][CH2:5][CH2:6][CH2:7][C:8](=[O:9])[O:10][CH3:11]. Starting materials: C(C)(C)(C)OC(=O)N1C(=CC2=CC=C(C=C12)CO[Si](C)(C)C(C)(C)C)C1=C(N=NC(=C1)C1=CC(=C(C(=C1)C)O)C)OC (6-(tert-Butyldimethylsiloxymethyl)-2-[6-(4-hydroxy-3,5-dimethyl-phenyl)-3-methoxy-pyridazin-4-yl]-indole-1-carboxylic acid tert-butyl ester), O.O.O.[F-].C(CCC)[N+](CCCC)(CCCC)CCCC (tetrabutylammonium fluoride trihydrate). Solvent: C1CCOC1 (THF), CCOC(=O)C (EtOAc). Run at time 2 hour. Yields the product C(C)(C)(C)OC(=O)N1C(=CC2=CC=C(C=C12)CO)C1=C(N=NC(=C1)C1=CC(=C(C(=C1)C)O)C)OC (6-hydroxymethyl-2-[6-(4-hydroxy-3,5-dimethyl-phenyl)-3-methoxy-pyridazin-4-yl]-indole-1-carboxylic acid tert-butyl ester). Yield: 82.7%. RXN SMILES: [C:1]([O:5][C:6]([N:8]1[C:16]2[C:11](=[CH:12][CH:13]=[C:14]([CH2:17][O:18][Si](C(C)(C)C)(C)C)[CH:15]=2)[CH:10]=[C:9]1[C:26]1[CH:31]=[C:30]([C:32]2[CH:37]=[C:36]([CH3:38])[C:35]([OH:39])=[C:34]([CH3:40])[CH:33]=2)[N:29]=[N:28][C:27]=1[O:41][CH3:42])=[O:7])([CH3:4])([CH3:3])[CH3:2].O.O.O.[F-].C([N+](CCCC)(CCCC)CCCC)CCC>C1COCC1.CCOC(C)=O>[C:1]([O:5][C:6]([N:8]1[C:16]2[C:11](=[CH:12][CH:13]=[C:14]([CH2:17][OH:18])[CH:15]=2)[CH:10]=[C:9]1[C:26]1[CH:31]=[C:30]([C:32]2[CH:33]=[C:34]([CH3:40])[C:35]([OH:39])=[C:36]([CH3:38])[CH:37]=2)[N:29]=[N:28][C:27]=1[O:41][CH3:42])=[O:7])([CH3:4])([CH3:3])[CH3:2] |f:1.2.3.4.5|. Reported procedure: 3.06 g 6-(tert-Butyldimethylsiloxymethyl)-2-[6-(4-hydroxy-3,5-dimethyl-phenyl)-3-methoxy-pyridazin-4-yl]-indole-1-carboxylic acid tert-butyl ester is dissolved in 50 mL THF. After addition of 4.1 g tetrabutylammonium fluoride trihydrate, the red solution is stirred for 2 hours. The reaction mixture is diluted with EtOAc, washed with saturated aqueous ammonium chloride, water, and brine, dried with MgSO4 and concentrated in vacuo. Purification on silica affords 2.04 g (82%) 6-hydroxymethyl-2-[6-(... Reactants: COC(CBr)OC, O=C([O-])[O-], [K+], [K+], CN(C)C=O, O=C(O)CC(O)(CC(=O)O)C(=O)O, Oc1ccc(S)cc1. Yields the product COC(CSc1ccc(O)cc1)OC. Reaction SMILES: [Br:15][CH2:16][CH:17]([O:18][CH3:19])[O:20][CH3:21].[C:9](=[O:10])([O-:11])[O-:12].[K+:13].[K+:14].[O:35]=[CH:36][N:37]([CH3:38])[CH3:39].[OH:22][C:23]([CH2:24][C:25]([C:26](=[O:27])[OH:28])([CH2:29][C:30](=[O:31])[OH:32])[OH:33])=[O:34].[SH:1][c:2]1[cH:3][cH:4][c:5]([OH:8])[cH:6][cH:7]1>>[S:1]([c:2]1[cH:3][cH:4][c:5]([OH:8])[cH:6][cH:7]1)[CH2:16][CH:17]([O:18][CH3:19])[O:20][CH3:21]. The reactants are O=C(Cl)C1(c2ccc3c(c2)OC(F)(F)O3)CC1, Cc1cnc(N)nc1-c1ccc(C(=O)OC(C)(C)C)cc1, c1ccncc1. Yields the product Cc1cnc(NC(=O)C2(c3ccc4c(c3)OC(F)(F)O4)CC2)nc1-c1ccc(C(=O)OC(C)(C)C)cc1. RXN SMILES: [F:1][C:2]1([F:17])[O:3][c:4]2[c:5]([cH:7][cH:8][c:9]([C:11]3([C:14](=[O:15])[Cl:16])[CH2:12][CH2:13]3)[cH:10]2)[O:6]1.[NH2:18][c:19]1[n:20][cH:21][c:22]([CH3:38])[c:23](-[c:25]2[cH:26][cH:27][c:28]([C:29](=[O:30])[O:31][C:32]([CH3:33])([CH3:34])[CH3:35])[cH:36][cH:37]2)[n:24]1.[cH:39]1[cH:40][cH:41][n:42][cH:43][cH:44]1>>[F:1][C:2]1([F:17])[O:3][c:4]2[c:5]([cH:7][cH:8][c:9]([C:11]3([C:14](=[O:15])[NH:18][c:19]4[n:20][cH:21][c:22]([CH3:38])[c:23](-[c:25]5[cH:26][cH:27][c:28]([C:29](=[O:30])[O:31][C:32]([CH3:33])([CH3:34])[CH3:35])[cH:36][cH:37]5)[n:24]4)[CH2:12][CH2:13]3)[cH:10]2)[O:6]1. Starting materials: C(C)(C)(C)OC(=O)N1CCC(CC1)N(C(=O)C=1C=NC(=NC1)C1=CC=C(C=C1)S(=O)(=O)C)C1CC1 (4-{cyclopropyl-[2-(4-methanesulfonyl-phenyl)-pyrimidine-5-carbonyl]-amino}-piperidine-1-carboxylic acid tert-butyl ester), FC(C(=O)O)(F)F (trifluoroacetic acid). The solvent is ClCCl (dichloromethane). Yields the product C1(CC1)N(C(=O)C=1C=NC(=NC1)C1=CC=C(C=C1)S(=O)(=O)C)C1CCNCC1 (2-(4-Methanesulfonyl-phenyl)-pyrimidine-5-carboxylic acid cyclopropyl-piperidin-4-yl-amide). As a reaction SMILES: C(OC([N:8]1[CH2:13][CH2:12][CH:11]([N:14]([CH:33]2[CH2:35][CH2:34]2)[C:15]([C:17]2[CH:18]=[N:19][C:20]([C:23]3[CH:28]=[CH:27][C:26]([S:29]([CH3:32])(=[O:31])=[O:30])=[CH:25][CH:24]=3)=[N:21][CH:22]=2)=[O:16])[CH2:10][CH2:9]1)=O)(C)(C)C.FC(F)(F)C(O)=O>ClCCl>[CH:33]1([N:14]([CH:11]2[CH2:12][CH2:13][NH:8][CH2:9][CH2:10]2)[C:15]([C:17]2[CH:22]=[N:21][C:20]([C:23]3[CH:28]=[CH:27][C:26]([S:29]([CH3:32])(=[O:31])=[O:30])=[CH:25][CH:24]=3)=[N:19][CH:18]=2)=[O:16])[CH2:35][CH2:34]1. Reported procedure: The title compound is prepared from 4-{cyclopropyl-[2-(4-methanesulfonyl-phenyl)-pyrimidine-5-carbonyl]-amino}-piperidine-1-carboxylic acid tert-butyl ester by treatment with trifluoroacetic acid in dichloromethane. LC (method 10): tR=1.20 min; Mass spectrum (ESI+): m/z=401 [M+H]+.